This data is from the Open Reaction Database (ORD), a public repository of structured organic reaction records. The task is: describe an organic reaction: reactants, conditions, products, and yield Starting materials: O=C1CCC(N2Cc3c(OCc4ccc(CBr)cc4)cccc3C2=O)C(=O)N1, CCOC(C)=O, CC#N, CCN(C(C)C)C(C)C, O=C(C1CCCCC1)N1CCNCC1, Cl. Yields the product O=C1CCC(N2Cc3c(OCc4ccc(CN5CCN(C(=O)C6CCCCC6)CC5)cc4)cccc3C2=O)C(=O)N1. As a reaction SMILES: [Br:25][CH2:26][c:27]1[cH:28][cH:29][c:30]([CH2:31][O:32][c:33]2[c:34]3[c:38]([cH:39][cH:40][cH:41]2)[C:37](=[O:42])[N:36]([CH:43]2[C:44](=[O:50])[NH:45][C:46](=[O:49])[CH2:47][CH2:48]2)[CH2:35]3)[cH:51][cH:52]1.[CH3:53][CH2:54][O:55][C:56]([CH3:57])=[O:58].[CH3:59][C:60]#[N:61].[CH:16]([N:17]([CH2:18][CH3:19])[CH:20]([CH3:21])[CH3:22])([CH3:23])[CH3:24].[CH:2]1([C:8](=[O:9])[N:10]2[CH2:11][CH2:12][NH:13][CH2:14][CH2:15]2)[CH2:3][CH2:4][CH2:5][CH2:6][CH2:7]1.[ClH:1]>>[CH:2]1([C:8](=[O:9])[N:10]2[CH2:11][CH2:12][N:13]([CH2:26][c:27]3[cH:28][cH:29][c:30]([CH2:31][O:32][c:33]4[c:34]5[c:38]([cH:39][cH:40][cH:41]4)[C:37](=[O:42])[N:36]([CH:43]4[C:44](=[O:50])[NH:45][C:46](=[O:49])[CH2:47][CH2:48]4)[CH2:35]5)[cH:51][cH:52]3)[CH2:14][CH2:15]2)[CH2:3][CH2:4][CH2:5][CH2:6][CH2:7]1. Starting materials: Cl.NO (hydroxylamine hydrochloride), ClC=1C=C(C=CC1F)[N+](=O)[O-] (3-chloro-4-fluoronitrobenzene), N1CCSCC1 (thiomorpholine), COC(N(C)C)OC (dimethylformamide dimethylacetal), aqueous solution, [Cl-].[NH4+] (ammonium chloride). The reagents and catalysts are [Fe] (Iron). The solvent is CO (methanol), O1CCCC1 (tetrahydrofuran), CO (methanol), C(C)(C)O (isopropanol). Conditions: temperature 70 celsius, time 16 hour. Product: ONC=NC1=CC(=C(C=C1)N1CCSCC1)Cl (N-hydroxyl-N′-(3-chloro-4-thiomorpholinophenyl)formamidine). The yield is 23.9%. RXN SMILES: [Cl:1][C:2]1[CH:3]=[C:4]([N+:9]([O-])=O)[CH:5]=[CH:6][C:7]=1F.[NH:12]1[CH2:17][CH2:16][S:15][CH2:14][CH2:13]1.[Cl-].[NH4+].COC(OC)[N:23]([CH3:25])C.Cl.N[OH:30]>[Fe].CO.O1CCCC1.C(O)(C)C>[OH:30][NH:23][CH:25]=[N:9][C:4]1[CH:5]=[CH:6][C:7]([N:12]2[CH2:17][CH2:16][S:15][CH2:14][CH2:13]2)=[C:2]([Cl:1])[CH:3]=1 |f:2.3,5.6|. Procedure details: A mixture of 3-chloro-4-fluoronitrobenzene (0.070 g, 0.4 mmol) and thiomorpholine (0.165 g, 1.6 mmol) was stirred at 70° C. for 16 hours. The reaction mixture was cooled down to room temperature, concentrated under a reduced pressure and purified by a silica gel column chromatography (developing solvents; chloroform:methanol=9:1) to obtain yellow powdery crystals. Iron powder (0.27 g, 4.83 mmol), isopropanol (0.5 ml) and 1 equivalent of aqueous solution of ammonium chloride (0.12 ml, 0.12 mol) w... Reactants: BrCCn1ccnc1, Br, O=c1[nH]nc(-c2ccc3c(c2)OCO3)c2cc3c(cc12)OCO3, CCOC(C)=O, Cl, [K+], [K+], O=C([O-])[O-], CN(C)C=O. The product is O=c1c2cc3c(cc2c(-c2ccc4c(c2)OCO4)nn1CCn1ccnc1)OCO3. Reaction SMILES: [Br:25][CH2:26][CH2:27][n:28]1[cH:29][n:30][cH:31][cH:32]1.[BrH:24].[CH2:1]1[O:2][c:3]2[cH:4][c:5](-[c:10]3[n:11][nH:12][c:13](=[O:23])[c:14]4[cH:15][c:16]5[c:17]([cH:18][c:19]34)[O:20][CH2:21][O:22]5)[cH:6][cH:7][c:8]2[O:9]1.[CH3:45][CH2:46][O:47][C:48]([CH3:49])=[O:50].[ClH:39].[K+:33].[K+:34].[O-:35][C:36]([O-:37])=[O:38].[O:40]=[CH:41][N:42]([CH3:43])[CH3:44]>>[CH2:1]1[O:2][c:3]2[cH:4][c:5](-[c:10]3[n:11][n:12]([CH2:26][CH2:27][n:28]4[cH:29][n:30][cH:31][cH:32]4)[c:13](=[O:23])[c:14]4[cH:15][c:16]5[c:17]([cH:18][c:19]34)[O:20][CH2:21][O:22]5)[cH:6][cH:7][c:8]2[O:9]1. Starting materials: C(C)(C)(C)NC(CN1C=NC2=C(C1=O)C(=C(S2)C(=O)OC)C)=O (methyl 3-(2-(tert-butylamino)-2-oxoethyl)-5-methyl-4-oxo-3,4-dihydrothieno[2,3-d]pyrimidine-6-carboxylate), O (H2O), O.[OH-].[Li+] (lithium hydroxide monohydrate). Solvent: C1CCOC1 (THF), CO (MeOH). Conditions: time 8 hour. The product is C(C)(C)(C)NC(CN1C=NC2=C(C1=O)C(=C(S2)C(=O)O)C)=O (3-(2-(tert-butylamino)-2-oxoethyl)-5-methyl-4-oxo-3,4-dihydrothieno[2,3-d]pyrimidine-6-carboxylic acid). Yield: 55.7%. As a reaction SMILES: [C:1]([NH:5][C:6](=[O:23])[CH2:7][N:8]1[C:13](=[O:14])[C:12]2[C:15]([CH3:22])=[C:16]([C:18]([O:20]C)=[O:19])[S:17][C:11]=2[N:10]=[CH:9]1)([CH3:4])([CH3:3])[CH3:2].O.O.[OH-].[Li+]>C1COCC1.CO>[C:1]([NH:5][C:6](=[O:23])[CH2:7][N:8]1[C:13](=[O:14])[C:12]2[C:15]([CH3:22])=[C:16]([C:18]([OH:20])=[O:19])[S:17][C:11]=2[N:10]=[CH:9]1)([CH3:4])([CH3:3])[CH3:2] |f:2.3.4|. Procedure details: To a solution of methyl 3-(2-(tert-butylamino)-2-oxoethyl)-5-methyl-4-oxo-3,4-dihydrothieno[2,3-d]pyrimidine-6-carboxylate, (3.3 g, 10 mmol) in THF (30 mL), MeOH (10 mL), and H2O (10 mL) was added lithium hydroxide monohydrate (1.26 g, 30 mmol). The reaction mixture was stirred at RT overnight. The reaction mixture was concentrated, diluted with H2O (30 mL) and washed with DCM (2×30 mL). The aqueous layer was acidified (pH˜2) with 1M HCl and the resultant precipitate was filtered and dried to gi... Reactants: P(=O)([O-])([O-])[O-].[K+].[K+].[K+] (Potassium phosphate), BrC=1C=C2N(N=CC(=C2N[C@@H](C(C)(C)F)C)C(=O)N)C1 (6-bromo-4-(((1R)-2-fluoro-1,2-dimethylpropyl)amino)pyrrolo[1,2-b]pyridazine-3-carboxamide), BrC=1C=C2N(N=CC(=C2N[C@@H](C(C)(C)F)C)C(=O)N)C1 (6-bromo-4-(((1R)-2-fluoro-1,2-dimethylpropyl)amino)pyrrolo[1,2-b]pyridazine-3-carboxamide), C1(=CC=CC=C1)B(O)O (phenyl boronic acid), CC(C)C1=CC(=C(C(=C1)C(C)C)C2=C(C=CC=C2)P(C3CCCCC3)C4CCCCC4)C(C)C (X-Phos). Reagents/catalysts: C(C)(=O)[O-].[Pd+2].C(C)(=O)[O-] (palladium acetate). Solvent: O1CCOCC1 (1,4-dioxane). Run at temperature 120 celsius. The product is FC([C@@H](C)NC=1C=2N(N=CC1C(=O)N)C=C(C2)C2=CC=CC=C2)(C)C (4-(((1R)-2-fluoro-1,2-dimethylpropyl)amino)-6-phenylpyrrolo[1,2-b]pyridazine-3-carboxamide). Isolated yield 51.2%. As a reaction SMILES: P([O-])([O-])([O-])=O.[K+].[K+].[K+].Br[C:10]1[CH:11]=[C:12]2[C:17]([NH:18][C@H:19]([CH3:24])[C:20]([F:23])([CH3:22])[CH3:21])=[C:16]([C:25]([NH2:27])=[O:26])[CH:15]=[N:14][N:13]2[CH:28]=1.[C:29]1(B(O)O)[CH:34]=[CH:33][CH:32]=[CH:31][CH:30]=1.CC(C1C=C(C(C)C)C(C2C=CC=CC=2P(C2CCCCC2)C2CCCCC2)=C(C(C)C)C=1)C>O1CCOCC1.C([O-])(=O)C.[Pd+2].C([O-])(=O)C>[F:23][C:20]([CH3:22])([CH3:21])[C@H:19]([NH:18][C:17]1[C:12]2[N:13]([CH:28]=[C:10]([C:29]3[CH:34]=[CH:33][CH:32]=[CH:31][CH:30]=3)[CH:11]=2)[N:14]=[CH:15][C:16]=1[C:25]([NH2:27])=[O:26])[CH3:24] |f:0.1.2.3,8.9.10|. Procedure details: Potassium phosphate (2M aqueous solution, 0.22 mL, 0.44 mmol) was added in one portion to a stirred solution of 6-bromo-4-(((1R)-2-fluoro-1,2-dimethylpropyl)amino)pyrrolo[1,2-b]pyridazine-3-carboxamide (Intermediate 3, 20 mg, 0.058 mmol), phenyl boronic acid (11 mg, 0.087 mmol), X-Phos ligand (2.8 mg, 0.0058 mmol) and palladium acetate (0.7 mg, 0.0029 mmol) in anhydrous 1,4-dioxane (0.25 mL). The resulting biphasic mixture was then heated in the CEM microwave at 120° C. for 10 min. The reaction ... Reactants: BrB(Br)Br, COc1ccc(SC2Cc3ccccc3C2)cc1, ClCCl, O. Yields the product Oc1ccc(SC2Cc3ccccc3C2)cc1. As a reaction SMILES: [B:19]([Br:20])([Br:21])[Br:22].[CH3:1][O:2][c:3]1[cH:4][cH:5][c:6]([S:9][CH:10]2[CH2:11][c:12]3[cH:13][cH:14][cH:15][cH:16][c:17]3[CH2:18]2)[cH:7][cH:8]1.[Cl:24][CH2:25][Cl:26].[OH2:23]>>[OH:2][c:3]1[cH:4][cH:5][c:6]([S:9][CH:10]2[CH2:11][c:12]3[cH:13][cH:14][cH:15][cH:16][c:17]3[CH2:18]2)[cH:7][cH:8]1. Reactants: COC=1C=C2C(=CC=NC2=CC1OC)OC1=CC=C2C=CC(=CC2=C1)N (7-(6,7-dimethoxyquinolin-4-yloxy)naphthalen-2-amine), C(=O)([O-])[O-].[K+].[K+] (K2CO3), N1=CC=CC=C1 (pyridine), C1(=CC(=CC=C1)S(=O)(=O)Cl)C (m-toluenesulfonyl chloride). Run in C(Cl)Cl (CH2Cl2), O (water). Conditions: temperature 0 celsius, time 16 hour. The product is COC=1C=C2C(=CC=NC2=CC1OC)OC1=CC=C2C=CC(=CC2=C1)NS(=O)(=O)C1=CC(=CC=C1)C (N-(7-((6,7-bis(methoxy)-4-quinolinyl)oxy)-2-naphthalenyl)-3-methylbenzenesulfonamide). Reaction SMILES: [CH3:1][O:2][C:3]1[CH:4]=[C:5]2[C:10](=[CH:11][C:12]=1[O:13][CH3:14])[N:9]=[CH:8][CH:7]=[C:6]2[O:15][C:16]1[CH:25]=[C:24]2[C:19]([CH:20]=[CH:21][C:22]([NH2:26])=[CH:23]2)=[CH:18][CH:17]=1.C([O-])([O-])=O.[K+].[K+].N1C=CC=CC=1.[C:39]1([CH3:49])[CH:44]=[CH:43][CH:42]=[C:41]([S:45](Cl)(=[O:47])=[O:46])[CH:40]=1>C(Cl)Cl.O>[CH3:1][O:2][C:3]1[CH:4]=[C:5]2[C:10](=[CH:11][C:12]=1[O:13][CH3:14])[N:9]=[CH:8][CH:7]=[C:6]2[O:15][C:16]1[CH:25]=[C:24]2[C:19]([CH:20]=[CH:21][C:22]([NH:26][S:45]([C:41]3[CH:42]=[CH:43][CH:44]=[C:39]([CH3:49])[CH:40]=3)(=[O:47])=[O:46])=[CH:23]2)=[CH:18][CH:17]=1 |f:1.2.3|. Reported procedure: To a solution of 7-(6,7-dimethoxyquinolin-4-yloxy)naphthalen-2-amine (0.168 g, 0.48 mmol) in 20 mL of CH2Cl2 was added K2CO3 (0.134 g, 0.96 mmol), and pyridine (1 mL). The mixture was cooled to 0° C. and m-toluenesulfonyl chloride (0.110 g, 0.58 mmol) was added and the solution was stirred for 16 h at RT under an atmosphere of nitrogen. The reaction was diluted with water and extracted with CH2Cl2 3×. The organic layer was washed with brine, dried (Na2SO4), filtered and concentrated. The residue...